Dataset: the Open Reaction Database (ORD), a public repository of structured organic reaction records. Task: describe an organic reaction: reactants, conditions, products, and yield Starting materials: CC(C)(C)c1cc(NC(=O)Oc2ccccc2)n(C2CCCCC2)n1, C1CCOC1, COc1cc2ncnc(Oc3cccc(N)c3)c2cc1OC, CCN(C(C)C)C(C)C. Product: COc1cc2ncnc(Oc3cccc(NC(=O)Nc4cc(C(C)(C)C)nn4C4CCCCC4)c3)c2cc1OC. RXN SMILES: [C:1]([CH3:2])([CH3:3])([CH3:4])[c:5]1[n:6][n:7]([CH:20]2[CH2:21][CH2:22][CH2:23][CH2:24][CH2:25]2)[c:8]([NH:10][C:11]([O:12][c:13]2[cH:14][cH:15][cH:16][cH:17][cH:18]2)=[O:19])[cH:9]1.[CH2:57]1[O:58][CH2:59][CH2:60][CH2:61]1.[CH3:35][O:36][c:37]1[cH:38][c:39]2[c:40]([O:49][c:50]3[cH:51][c:52]([NH2:53])[cH:54][cH:55][cH:56]3)[n:41][cH:42][n:43][c:44]2[cH:45][c:46]1[O:47][CH3:48].[CH:26]([N:27]([CH2:28][CH3:29])[CH:30]([CH3:31])[CH3:32])([CH3:33])[CH3:34]>>[C:1]([CH3:2])([CH3:3])([CH3:4])[c:5]1[n:6][n:7]([CH:20]2[CH2:21][CH2:22][CH2:23][CH2:24][CH2:25]2)[c:8]([NH:10][C:11](=[O:19])[NH:53][c:52]2[cH:51][c:50]([O:49][c:40]3[c:39]4[cH:38][c:37]([O:36][CH3:35])[c:46]([O:47][CH3:48])[cH:45][c:44]4[n:43][cH:42][n:41]3)[cH:56][cH:55][cH:54]2)[cH:9]1. The reactants are CCCC[O-], CCCCO, CC(C)C(C)(C)C1(COc2ccc(Cl)cc2)CO1, [Na+], c1nc[nH]n1. The product is CC(C)C(C)(C)C(O)(COc1ccc(Cl)cc1)Cn1cncn1. Reaction SMILES: [CH2:19]([O-:20])[CH2:21][CH2:22][CH3:23].[CH2:30]([OH:31])[CH2:32][CH2:33][CH3:34].[Cl:1][c:2]1[cH:3][cH:4][c:5]([O:6][CH2:7][C:8]2([C:11]([CH:12]([CH3:13])[CH3:14])([CH3:15])[CH3:16])[O:9][CH2:10]2)[cH:17][cH:18]1.[Na+:24].[nH:25]1[n:26][cH:27][n:28][cH:29]1>>[Cl:1][c:2]1[cH:3][cH:4][c:5]([O:6][CH2:7][C:8]([OH:9])([CH2:10][n:25]2[n:26][cH:27][n:28][cH:29]2)[C:11]([CH:12]([CH3:13])[CH3:14])([CH3:15])[CH3:16])[cH:17][cH:18]1. Starting materials: [Mg] (magnesium), Cl (HCl), O1CCCC1 (tetrahydrofuran), O1CCCC1 (tetrahydrofuran), BrC1=CC=C(C=C1)C1CCC(CC1)=O (4-(p-bromophenyl)-cyclohexanone). The solvent is C1(=CC=CC=C1)C (toluene). Conditions: temperature 110 celsius. The product is C(CCC)OCCC1=CC=C(C=C1)C1=CCC(CC1)C1=CC=C(C=C1)Br (1-[p-(β-butyloxyethyl)-phenyl]-4-(p-bromophenyl)-cyclohexene). RXN SMILES: [Mg].[O:2]1[CH2:6][CH2:5][CH2:4][CH2:3]1.[Br:7][C:8]1[CH:13]=[CH:12][C:11]([CH:14]2[CH2:19][CH2:18][C:17](=O)[CH2:16][CH2:15]2)=[CH:10][CH:9]=1.Cl>C1(C)C=CC=CC=1>[CH2:6]([O:2][CH2:15][CH2:14][C:11]1[CH:12]=[CH:13][C:8]([C:17]2[CH2:18][CH2:19][CH:14]([C:11]3[CH:12]=[CH:13][C:8]([Br:7])=[CH:9][CH:10]=3)[CH2:15][CH:16]=2)=[CH:9][CH:10]=1)[CH2:5][CH2:4][CH3:3]. Procedure details: Metallic magnesium (6.9 g, 0.28 mol) was introduced into a completely dried 1 l three-neck flask and the inside of the vessel was completely dried by passing dry nitrogen gas through it, followed by adding anhydrous tetrahydrofuran (50 ml) and a trace of iodine. An anhydrous tetrahydrofuran solution (146 ml) of 4-brom-1-(β-butyloxyethyl)-benzene (X1V) (73 g, 0.28 mol) was gradually added with stirring, while the temperature was maintained at 30°~35° C., followed by further reaction at the same t... The reactants are [F-].[K+] (potassium fluoride), [F-].[Cs+] (caesium fluoride), ClC1=NC=C(C=C1F)C(F)(F)F (2-chloro-3-fluoro-5-trifluoromethylpyridine). RXN SMILES: [F-:1].[K+].[F-].[Cs+].Cl[C:6]1[C:11]([F:12])=[CH:10][C:9]([C:13]([F:16])([F:15])[F:14])=[CH:8][N:7]=1>S1(CCCC1)(=O)=O.C1OCCOCCOCCOCCOCCOC1>[F:1][C:6]1[C:11]([F:12])=[CH:10][C:9]([C:13]([F:16])([F:15])[F:14])=[CH:8][N:7]=1 |f:0.1,2.3|. Procedure details: 47.7 g (0.82 mol) of potassium fluoride and 10.0 g (0.065 mol) of caesium fluoride are suspended in 300 ml of sulfolane and the suspension is heated to 140° C. 60 ml of sulfolane are distilled off by decreasing the pressure and subsequently 65.6 g (0.329 mol) of 2-chloro-3-fluoro-5-trifluoromethylpyridine and 1.3 g (0.004 mol) of 18-crown-6 are added. The reaction mixture is stirred for 48 hours at 140° C. and subsequently distilled by introducing steam. The oil is separated and the aqueous phas... Isolated yield 91.0%. Run at temperature 140 celsius, time 48 hour. Product: FC1=NC=C(C=C1F)C(F)(F)F (2,3-difluoro-5-trifluoromethylpyridine). The reagents and catalysts are C1COCCOCCOCCOCCOCCO1 (18-crown-6). Solvent: S1(=O)(=O)CCCC1 (sulfolane).